Dataset: the Open Reaction Database (ORD), a public repository of structured organic reaction records. Task: describe an organic reaction: reactants, conditions, products, and yield Reactants: CCN(C(C)C)C(C)C, FC(F)c1nnc2ccc(Cl)nn12, CC(C)(C)OC(=O)N1CCNCC1, CN(C)C=O. Yields the product CC(C)(C)OC(=O)N1CCN(c2ccc3nnc(C(F)F)n3n2)CC1. RXN SMILES: [CH:27]([N:28]([CH2:29][CH3:30])[CH:31]([CH3:32])[CH3:33])([CH3:34])[CH3:35].[Cl:1][c:2]1[cH:3][cH:4][c:5]2[n:6]([n:7]1)[c:8]([CH:11]([F:12])[F:13])[n:9][n:10]2.[N:14]1([C:20](=[O:21])[O:22][C:23]([CH3:24])([CH3:25])[CH3:26])[CH2:15][CH2:16][NH:17][CH2:18][CH2:19]1.[O:36]=[CH:37][N:38]([CH3:39])[CH3:40]>>[c:2]1([N:17]2[CH2:16][CH2:15][N:14]([C:20](=[O:21])[O:22][C:23]([CH3:24])([CH3:25])[CH3:26])[CH2:19][CH2:18]2)[cH:3][cH:4][c:5]2[n:6]([n:7]1)[c:8]([CH:11]([F:12])[F:13])[n:9][n:10]2.